This data is from the Open Reaction Database (ORD), a public repository of structured organic reaction records. The task is: describe an organic reaction: reactants, conditions, products, and yield Reactants: BrC(C(=O)O)C1=CC=CC=C1 (α-Bromophenylacetic acid), NCC1=CC=C(C#N)C=C1 (4-aminomethyl benzonitrile). Yields the product BrC(C(=O)NCC1=CC=C(C=C1)C#N)C1=CC=CC=C1 ((RS)-2-bromo-N-(4-cyano-benzyl)-2-phenyl-acetamide). RXN SMILES: [Br:1][CH:2]([C:6]1[CH:11]=[CH:10][CH:9]=[CH:8][CH:7]=1)[C:3]([OH:5])=O.[NH2:12][CH2:13][C:14]1[CH:21]=[CH:20][C:17]([C:18]#[N:19])=[CH:16][CH:15]=1>>[Br:1][CH:2]([C:6]1[CH:11]=[CH:10][CH:9]=[CH:8][CH:7]=1)[C:3]([NH:19][CH2:18][C:17]1[CH:20]=[CH:21][C:14]([C:13]#[N:12])=[CH:15][CH:16]=1)=[O:5]. Procedure details: α-Bromophenylacetic acid was reacted with 4-aminomethyl benzonitrile according to general procedure C to give (RS)-2-bromo-N-(4-cyano-benzyl)-2-phenyl-acetamide. White solid. MS 329.1 ([M+H]+) Starting materials: [OH-].[Na+] (sodium hydroxide), C(CCCCCCCC)C1=CC=C(C=C1)C1=CC2=C(N=C(S2)C2=CC=C(C=C2)O)C=C1 (4-[6-(4-nonylphenyl)benzothiazol-2yl]phenol), [I-].[K+] (potassium iodide), BrCCCCCCO (6-bromohexanol), Cl (hydrochloric acid). The solvent is O (water), CO (methanol), O (water). Product: C(CCCCCCCC)C1=CC=C(C=C1)C1=CC2=C(N=C(S2)C2=CC=C(OCCCCCCO)C=C2)C=C1 (6-{4-[6-(4-Nonylphenyl)benzothiazol-2-yl]phenoxy}hexan-1-ol). The yield is 58.5%. Reaction SMILES: [OH-].[Na+].[CH2:3]([C:12]1[CH:17]=[CH:16][C:15]([C:18]2[CH:33]=[CH:32][C:21]3[N:22]=[C:23]([C:25]4[CH:30]=[CH:29][C:28]([OH:31])=[CH:27][CH:26]=4)[S:24][C:20]=3[CH:19]=2)=[CH:14][CH:13]=1)[CH2:4][CH2:5][CH2:6][CH2:7][CH2:8][CH2:9][CH2:10][CH3:11].Br[CH2:35][CH2:36][CH2:37][CH2:38][CH2:39][CH2:40][OH:41].[I-].[K+].Cl>O.CO>[CH2:3]([C:12]1[CH:13]=[CH:14][C:15]([C:18]2[CH:33]=[CH:32][C:21]3[N:22]=[C:23]([C:25]4[CH:30]=[CH:29][C:28]([O:31][CH2:35][CH2:36][CH2:37][CH2:38][CH2:39][CH2:40][OH:41])=[CH:27][CH:26]=4)[S:24][C:20]=3[CH:19]=2)=[CH:16][CH:17]=1)[CH2:4][CH2:5][CH2:6][CH2:7][CH2:8][CH2:9][CH2:10][CH3:11] |f:0.1,4.5|. Reported procedure: A solution of sodium hydroxide (0.08 g, 0.0020 mol) in water (20 cm3) was added dropwise to a solution of 4-[6-(4-nonylphenyl)benzothiazol-2yl]phenol (0.42 g, 0.0010 mol) in methanol (50 cm3). The 6-bromohexanol (0.18 g, 0.001 mol) was then added dropwise, followed by the potassium iodide (0.02 g, 0.00125 mol) in one portion. The reaction mixture was heated under reflux overnight and the poured onto a mixture of water (100 cm3) and 10% hydrochloric acid (20 cm3). The resultant precipitate was fi... The reactants are COC(=O)C1=NC=C(N=C1)OCC=1C(=NOC1)C1=NC=CC=C1 (5-(3-pyridin-2-yl-isoxazol-4-ylmethoxy)-pyrazine-2-carboxylic acid methyl ester), COC(=O)C1=NC=C(N=C1)OCC=1C(=NOC1)C1=CC=C(C=C1)Cl (5-[3-(4-chloro-phenyl)-isoxazol-4-ylmethoxy]-pyrazine-2-carboxylic acid methyl ester). Product: N1=C(C=CC=C1)C1=NOC=C1COC=1N=CC(=NC1)C(=O)O (5-(3-Pyridin-2-yl-isoxazol-4-ylmethoxy)-pyrazine-2-carboxylic acid). Yield: 68.3%. As a reaction SMILES: C[O:2][C:3]([C:5]1[CH:10]=[N:9][C:8]([O:11][CH2:12][C:13]2[C:14]([C:18]3[CH:23]=[CH:22][CH:21]=[CH:20][N:19]=3)=[N:15][O:16][CH:17]=2)=[CH:7][N:6]=1)=[O:4].COC(C1C=NC(OCC2C(C3C=CC(Cl)=CC=3)=NOC=2)=CN=1)=O>>[N:19]1[CH:20]=[CH:21][CH:22]=[CH:23][C:18]=1[C:14]1[C:13]([CH2:12][O:11][C:8]2[N:9]=[CH:10][C:5]([C:3]([OH:4])=[O:2])=[N:6][CH:7]=2)=[CH:17][O:16][N:15]=1. Reported procedure: As described for example 17a, 5-(3-pyridin-2-yl-isoxazol-4-ylmethoxy)-pyrazine-2-carboxylic acid methyl ester (432 mg, 1.4 mmol), instead of 5-[3-(4-chloro-phenyl)-isoxazol-4-ylmethoxy]-pyrazine-2-carboxylic acid methyl ester, was converted to the title compound (285 mg, 71%) which was obtained as a white solid. MS: m/e=297.1 [M−H]−. The reactants are Clc1ncc(Cl)c(Nc2cc(C3CC3)n[nH]2)n1, Clc1cc(C2CC2)nc(Cl)n1. The product is Clc1nc(Nc2cc(C3CC3)[nH]n2)cc(C2CC2)n1. As a reaction SMILES: [Cl:12][c:13]1[n:14][c:15]([NH:19][c:20]2[cH:21][c:22]([CH:25]3[CH2:26][CH2:27]3)[n:23][nH:24]2)[c:16]([Cl:17])[cH:18][n:28]1.[Cl:1][c:2]1[n:3][c:4]([CH:9]2[CH2:10][CH2:11]2)[cH:5][c:6]([Cl:8])[n:7]1>>[Cl:1][c:2]1[n:3][c:4]([CH:9]2[CH2:10][CH2:11]2)[cH:5][c:6]([NH:19][c:20]2[cH:21][c:22]([CH:25]3[CH2:26][CH2:27]3)[nH:23][n:24]2)[n:7]1. Starting materials: ClC1=NC=C(C=C1)C(C(F)(F)F)O (2-chloro-5-(2,2,2-trifluoro-1-hydroxyethyl)pyridine), O (water), Cl[O-].[Na+] (sodium hypochlorite). Reagents/catalysts: S(=O)(=O)(O)[O-].C(CCC)[N+](CCCC)(CCCC)CCCC (tetrabutylammonium hydrogen sulfate). Solvent: C(Cl)Cl (methylene chloride). Product: ClC1=NC=C(C=C1)C(C(F)(F)F)=O (2-Chloro-5-trifluoroacetylpyridine). As a reaction SMILES: [Cl:1][C:2]1[CH:7]=[CH:6][C:5]([CH:8]([OH:13])[C:9]([F:12])([F:11])[F:10])=[CH:4][N:3]=1.Cl[O-].[Na+].O>S([O-])(O)(=O)=O.C([N+](CCCC)(CCCC)CCCC)CCC.C(Cl)Cl>[Cl:1][C:2]1[CH:7]=[CH:6][C:5]([C:8](=[O:13])[C:9]([F:11])([F:12])[F:10])=[CH:4][N:3]=1 |f:1.2,4.5|. Procedure details: 2.11 g (0.01 mol) of 2-chloro-5-(2,2,2-trifluoro-1-hydroxyethyl)pyridine and 0.18 g (0.0005 mol) of tetrabutylammonium hydrogen sulfate are dissolved in 30 ml of methylene chloride at room temperature. 7.3 ml (0.012 mol) of an approximately 10% strength sodium hypochlorite solution are metered in within 5 minutes with vigorous stirring and the mixture is stirred for a further 2 hours during which the reaction temperature rises to 30° C. The reaction mixture is added to 50 ml of water, the phases...